Dataset: the Open Reaction Database (ORD), a public repository of structured organic reaction records. Task: describe an organic reaction: reactants, conditions, products, and yield Reactants: CCOC(=O)C1=CN(C)C(=O)NC1c1ccc(F)cc1, CN([SiH](C)C)[Si](C)(C)C, CI, [K], CN(C)C=O. Yields the product CCOC(=O)C1=CN(C)C(=O)N(C)C1c1ccc(F)cc1. Reaction SMILES: [CH2:1]([CH3:2])[O:3][C:4](=[O:5])[C:6]1=[CH:11][N:10]([CH3:12])[C:9](=[O:13])[NH:8][CH:7]1[c:14]1[cH:15][cH:16][c:17]([F:20])[cH:18][cH:19]1.[CH3:21][SiH:22]([CH3:23])[N:24]([CH3:25])[Si:26]([CH3:27])([CH3:28])[CH3:29].[CH3:31][I:32].[K:30].[O:33]=[CH:34][N:35]([CH3:36])[CH3:37]>>[CH2:1]([CH3:2])[O:3][C:4](=[O:5])[C:6]1=[CH:11][N:10]([CH3:12])[C:9](=[O:13])[N:8]([CH3:21])[CH:7]1[c:14]1[cH:15][cH:16][c:17]([F:20])[cH:18][cH:19]1. The reactants are BrC=1C=CC2=C(C=C(CCS2(=O)=O)C(=O)NC2=CC=C(C=C2)CN(C2CCOCC2)C)C1 (7-bromo-N-[4-[[N-methyl-N-(tetrahydropyran-4-yl)amino]methyl]phenyl]-1,1-dioxo-2,3-dihydro-1-benzothiepine-4-carboxamide), C1(=CC=CC=C1)C.C(C)O.O (toluene ethanol water), B(OC1=C(C=C(C=C1)OCCOCCC)Cl)([O-])[O-] (2-chloro-4-(2-propoxyethoxy)phenyl borate), C([O-])([O-])=O.[K+].[K+] (potassium carbonate). The reagents and catalysts are C=1C=CC(=CC1)[P](C=2C=CC=CC2)(C=3C=CC=CC3)[Pd]([P](C=4C=CC=CC4)(C=5C=CC=CC5)C=6C=CC=CC6)([P](C=7C=CC=CC7)(C=8C=CC=CC8)C=9C=CC=CC9)[P](C=1C=CC=CC1)(C=1C=CC=CC1)C=1C=CC=CC1 (tetrakistriphenylphosphinepalladium). Solvent: O (water). Conditions: time 30 minute. Product: ClC1=C(C=CC(=C1)CCOCCC)C=1C=CC2=C(C=C(CCS2(=O)=O)C(=O)NC2=CC=C(C=C2)CN(C2CCOCC2)C)C1 (7-[2-chloro-4-(2-propoxyethyl)phenyl]-N-[4-[[N-methyl-N-(tetrahydropyran-4-yl)amino]methyl]phenyl]-1,1-dioxo-2,3-dihydro-1-benzothiepine-4-carboxamide). As a reaction SMILES: Br[C:2]1[CH:3]=[CH:4][C:5]2[S:11](=[O:13])(=[O:12])[CH2:10][CH2:9][C:8]([C:14]([NH:16][C:17]3[CH:22]=[CH:21][C:20]([CH2:23][N:24]([CH3:31])[CH:25]4[CH2:30][CH2:29][O:28][CH2:27][CH2:26]4)=[CH:19][CH:18]=3)=[O:15])=[CH:7][C:6]=2[CH:32]=1.[C:33]1(C)[CH:38]=CC=C[CH:34]=1.[CH2:40]([OH:42])[CH3:41].O.B([O-])([O-])O[C:46]1[CH:51]=[CH:50][C:49](OCCOCCC)=[CH:48][C:47]=1[Cl:59].C(=O)([O-])[O-].[K+].[K+]>C1C=CC([P]([Pd]([P](C2C=CC=CC=2)(C2C=CC=CC=2)C2C=CC=CC=2)([P](C2C=CC=CC=2)(C2C=CC=CC=2)C2C=CC=CC=2)[P](C2C=CC=CC=2)(C2C=CC=CC=2)C2C=CC=CC=2)(C2C=CC=CC=2)C2C=CC=CC=2)=CC=1.O>[Cl:59][C:47]1[CH:48]=[C:49]([CH2:41][CH2:40][O:42][CH2:34][CH2:33][CH3:38])[CH:50]=[CH:51][C:46]=1[C:2]1[CH:3]=[CH:4][C:5]2[S:11](=[O:13])(=[O:12])[CH2:10][CH2:9][C:8]([C:14]([NH:16][C:17]3[CH:22]=[CH:21][C:20]([CH2:23][N:24]([CH3:31])[CH:25]4[CH2:30][CH2:29][O:28][CH2:27][CH2:26]4)=[CH:19][CH:18]=3)=[O:15])=[CH:7][C:6]=2[CH:32]=1 |f:1.2.3,5.6.7,^1:71,73,92,111|. Procedure details: To 7-bromo-N-[4-[[N-methyl-N-(tetrahydropyran-4-yl)amino]methyl]phenyl]-1,1-dioxo-2,3-dihydro-1-benzothiepine-4-carboxamide (0.40 g) was added toluene/ethanol/water (10/1/1, 19.2 ml). To the mixture were added 2-chloro-4-(2-propoxyethoxy)phenyl borate (0.24 g) and potassium carbonate (0.24 g), and the mixture was stirred at room temperature for 30 minutes. To the mixture was added tetrakistriphenylphosphinepalladium (45 mg), and the mixture was refluxed for 14 hours and cooled to room temperatur...